From a dataset of the Open Reaction Database (ORD), a public repository of structured organic reaction records. describe an organic reaction: reactants, conditions, products, and yield Starting materials: C(C)(=S)[O-].[K+] (potassium thioacetate), ClC1=CC=C(C(=O)CC(C(=O)O)C)C=C1 (3-(4-Chlorobenzoyl)-2-methylpropionic acid), C(C)OC(C)=O (ethylacetate), ON1C(CCC1=O)=O (N-hydroxysuccinimide), O1CCOCC1 (dioxane). Run in C(C)O.O (ethanol water), CCCCCC (Hexane). Run at time 8 hour. Yields the product C(C)(=O)SC(C(C(=O)N1[C@H](C(=O)O)CCC1)C)C(C1=CC=C(C=C1)Cl)=O (1-[3-Acetylthio-3-(4-chlorobenzoyl)-2-methylpropionyl]-L-proline). Reaction SMILES: [Cl:1][C:2]1[CH:15]=[CH:14][C:5]([C:6]([CH2:8][CH:9]([CH3:13])[C:10]([OH:12])=O)=[O:7])=[CH:4][CH:3]=1.O[N:17]1[C:21](=O)[CH2:20][CH2:19][C:18]1=O.O1CCOCC1.[C:30]([O-:33])(=[S:32])[CH3:31].[K+].C([O:37][C:38](=[O:40])C)C>C(O)C.O.CCCCCC>[C:30]([S:32][CH:8]([C:6](=[O:7])[C:5]1[CH:4]=[CH:3][C:2]([Cl:1])=[CH:15][CH:14]=1)[CH:9]([CH3:13])[C:10]([N:17]1[CH2:21][CH2:20][CH2:19][C@H:18]1[C:38]([OH:40])=[O:37])=[O:12])(=[O:33])[CH3:31] |f:3.4,6.7|. Reported procedure: A solution of 14.3 g. of 3-(4-chlorobenzoyl)-2-methylpropionic acid (Example 47), 7.26 g. of N-hydroxysuccinimide and 13 g. of dicyclohexylcarbidiimide in 150 ml. of dioxane is allowed to stir at room temperature overnight and is then filtered. The filtrate is concentrated at reduced pressure and taken up in 100 ml. of water containing 7.25 g. of L-proline and 10.58 g. of sodium bicarbonate. The mixture is stirred at 25°-35° overnight and filtered through celite. The filtrate is concentrated to ... The product is CCOC(=O)c1oc2cc(OC3CCN(C(=O)OC(C)(C)C)CC3)c(Cl)cc2c1C. The reactants are CC(C)(C)OC(=O)N1CCC(O)CC1, CCOC(=O)c1oc2cc(O)c(Cl)cc2c1C, C1CCOC1, CC(C)OC(=O)N=NC(=O)OC(C)C, c1ccc(P(c2ccccc2)c2ccccc2)cc1. Reaction SMILES: [C:18]([CH3:19])([CH3:20])([CH3:21])[O:22][C:23](=[O:24])[N:25]1[CH2:26][CH2:27][CH:28]([OH:31])[CH2:29][CH2:30]1.[CH2:1]([CH3:2])[O:3][C:4](=[O:5])[c:6]1[o:7][c:8]2[c:9]([c:10]1[CH3:11])[cH:12][c:13]([Cl:17])[c:14]([OH:16])[cH:15]2.[CH2:65]1[O:66][CH2:67][CH2:68][CH2:69]1.[O:51]=[C:52]([O:53][CH:54]([CH3:55])[CH3:56])[N:57]=[N:58][C:59]([O:60][CH:61]([CH3:62])[CH3:63])=[O:64].[c:32]1([P:33]([c:34]2[cH:35][cH:36][cH:37][cH:38][cH:39]2)[c:40]2[cH:41][cH:42][cH:43][cH:44][cH:45]2)[cH:46][cH:47][cH:48][cH:49][cH:50]1>>[CH2:1]([CH3:2])[O:3][C:4](=[O:5])[c:6]1[o:7][c:8]2[c:9]([c:10]1[CH3:11])[cH:12][c:13]([Cl:17])[c:14]([O:16][CH:28]1[CH2:27][CH2:26][N:25]([C:23]([O:22][C:18]([CH3:19])([CH3:20])[CH3:21])=[O:24])[CH2:30][CH2:29]1)[cH:15]2. RXN SMILES: [C:1]([O:2][C:3](=[O:4])[NH:7][c:8]1[c:9]([NH:21][C:22]([CH2:23][C:24](=[O:5])[c:26]2[cH:27][c:28](-[n:32]3[c:33]([CH3:37])[n:34][cH:35][cH:36]3)[cH:29][cH:30][cH:31]2)=[O:38])[cH:10][c:11](-[c:14]2[cH:15][cH:16][c:17]([F:20])[cH:18][cH:19]2)[cH:12][cH:13]1)([CH3:6])([CH3:25])[CH3:39].[Cl:47][CH2:48][Cl:49].[F:40][C:41]([F:42])([F:43])[C:44]([OH:45])=[O:46]>>[N:7]1=[C:24]([c:26]2[cH:27][c:28](-[n:32]3[c:33]([CH3:37])[n:34][cH:35][cH:36]3)[cH:29][cH:30][cH:31]2)[CH2:23][C:22](=[O:38])[NH:21][c:9]2[c:8]1[cH:13][cH:12][c:11](-[c:14]1[cH:15][cH:16][c:17]([F:20])[cH:18][cH:19]1)[cH:10]2. Reactants: Cc1nccn1-c1cccc(C(=O)CC(=O)Nc2cc(-c3ccc(F)cc3)ccc2NC(=O)OC(C)(C)C)c1, ClCCl, O=C(O)C(F)(F)F. Yields the product Cc1nccn1-c1cccc(C2=Nc3ccc(-c4ccc(F)cc4)cc3NC(=O)C2)c1. Starting materials: [Al+3], COc1ccc(N)cc1, [Cl-], [Cl-], [Cl-], ClCCl, Clc1ccccc1, N#Cc1cccc(F)c1, O. The product is COc1ccc(N)c(C(=O)c2cccc(F)c2)c1. RXN SMILES: [Al+3:23].[CH3:1][O:2][c:3]1[cH:4][cH:5][c:6]([NH2:9])[cH:7][cH:8]1.[Cl-:22].[Cl-:24].[Cl-:25].[Cl:10][CH2:11][Cl:12].[Cl:27][c:28]1[cH:29][cH:30][cH:31][cH:32][cH:33]1.[F:13][c:14]1[cH:15][c:16]([C:17]#[N:18])[cH:19][cH:20][cH:21]1.[OH2:26]>>[CH3:1][O:2][c:3]1[cH:4][c:5]([C:17]([c:16]2[cH:15][c:14]([F:13])[cH:21][cH:20][cH:19]2)=[O:26])[c:6]([NH2:9])[cH:7][cH:8]1. Reactants: ClC1=C(C=NC2=NC=C(C=C12)[N+](=O)[O-])C#N (4-chloro-6-nitro-[1.8]naphthyridine-3-carbonitrile), ClC=1C=C(N)C=CC1F (3-chloro-4-fluoro-aniline). The product is ClC=1C=C(C=CC1F)NC1=C(C=NC2=NC=C(C=C12)[N+](=O)[O-])C#N (4-(3-Chloro-4-fluoro-phenylamino)-6-nitro-[1.8]naphthyridine-3-carbonitrile). Isolated yield 95.8%. RXN SMILES: Cl[C:2]1[C:11]2[C:6](=[N:7][CH:8]=[C:9]([N+:12]([O-:14])=[O:13])[CH:10]=2)[N:5]=[CH:4][C:3]=1[C:15]#[N:16].[Cl:17][C:18]1[CH:19]=[C:20]([CH:22]=[CH:23][C:24]=1[F:25])[NH2:21]>>[Cl:17][C:18]1[CH:19]=[C:20]([NH:21][C:2]2[C:11]3[C:6](=[N:7][CH:8]=[C:9]([N+:12]([O-:14])=[O:13])[CH:10]=3)[N:5]=[CH:4][C:3]=2[C:15]#[N:16])[CH:22]=[CH:23][C:24]=1[F:25]. Procedure details: By using the method of Example 21, 2.5 g (10.66 mmol) of 4-chloro-6-nitro-[1.8]naphthyridine-3-carbonitrile and 1.55 g (10.66 mmol) of 3-chloro-4-fluoro-aniline was converted to 3.51 g of the title compound, a yellow solid, as its hydrochloride salt: mass spectrum (electrospray, m/e): M+H 344.1. Reactants: C1=CC=CC2=CC3=CC=CC=C3C=C12.[Mg] (magnesium anthracene), C1C=CC2=CC=CC=C12 (indene), solid, CC(=O)CC(=O)C.CC(=O)CC(=O)C.CC(=O)CC(=O)C.[Co] (cobalt-(III)acetylacetonate), C1=CC=CC2=CC3=CC=CC=C3C=C12 (anthracene), CI (methyliodide), [Mg] (magnesium). Solvent: C1CCOC1 (THF). Reaction conditions: temperature 23 celsius. Yields the product C1(C=CC2=CC=CC=C12)[Co]C1C=CC2=CC=CC=C12 (bis-(indenyl)-cobalt). Reaction SMILES: C1[C:14]2[C:5](=C[C:7]3[C:12]([CH:13]=2)=[CH:11][CH:10]=[CH:9][CH:8]=3)C=CC=1.CI.[Mg].C1[C:31]2[C:22](=C[C:24]3[C:29]([CH:30]=2)=[CH:28][CH:27]=[CH:26][CH:25]=3)C=CC=1.[Mg].C1C2C(=CC=CC=2)C=C1.CC(CC(C)=O)=O.CC(CC(C)=O)=O.CC(CC(C)=O)=O.[Co:63]>C1COCC1>[CH:22]1([Co:63][CH:5]2[C:7]3[C:12](=[CH:11][CH:10]=[CH:9][CH:8]=3)[CH:13]=[CH:14]2)[C:24]2[C:29](=[CH:28][CH:27]=[CH:26][CH:25]=2)[CH:30]=[CH:31]1 |f:3.4,6.7.8.9|. Procedure details: 1.1 g (6.2 mMoles) of anthracene, 350 ml of THF and 0.1 ml of methyliodide are added to 14.4 g (600 mMoles) of magnesium powder (particle size <0.15 mm) in an inert gas atmosphere. A yellow-brown solution is formed while stirring at 23° C., orange-colored magnesium anthracene precipitating therefrom after 100 minutes. The reaction mixture is treated for about 3 hours in an ultrasonic bath (continuous peak HF output 240 watts, 35 kHz) and subsequently heated with stirring to 60° C. After the addi... Reactants: CCCN(CC1CCN(C(=O)OC(C)(C)C)CC1)C1CCc2ccc(OS(=O)(=O)C(F)(F)F)cc2C1, ClCCl, O=C(O)C(F)(F)F. Product: CCCN(CC1CCNCC1)C1CCc2ccc(OS(=O)(=O)C(F)(F)F)cc2C1. Reaction SMILES: [C:1]([O:2][C:3](=[O:4])[N:8]1[CH2:9][CH2:10][CH:11]([CH2:14][N:15]([CH:16]2[CH2:17][c:18]3[cH:19][c:20]([O:26][S:27](=[O:28])(=[O:29])[C:30]([F:31])([F:32])[F:33])[cH:21][cH:22][c:23]3[CH2:24][CH2:25]2)[CH2:34][CH2:35][CH3:36])[CH2:12][CH2:13]1)([CH3:5])([CH3:6])[CH3:7].[CH2:44]([Cl:45])[Cl:46].[OH:37][C:38]([C:39]([F:40])([F:41])[F:42])=[O:43]>>[NH:8]1[CH2:9][CH2:10][CH:11]([CH2:14][N:15]([CH:16]2[CH2:17][c:18]3[cH:19][c:20]([O:26][S:27](=[O:28])(=[O:29])[C:30]([F:31])([F:32])[F:33])[cH:21][cH:22][c:23]3[CH2:24][CH2:25]2)[CH2:34][CH2:35][CH3:36])[CH2:12][CH2:13]1.